From a dataset of the Open Reaction Database (ORD), a public repository of structured organic reaction records. describe an organic reaction: reactants, conditions, products, and yield Starting materials: COC(N[C@@H](C(C)C)C(=O)N1[C@@H](CCC1)C=1NC=C(N1)C1=CC=C(C=C1)C1=C(C=C(C(=C1)F)N)OC(F)(F)F)=O (((S)-1-{(S)-2-[4-(4′-amino-5′-fluoro-2′-trifluoromethoxy-biphenyl-4-yl)-1H-imidazol-2-yl]-pyrrolidine-1-carbonyl}-2-methyl-propyl)-carbamic acid methyl ester), C(Cl)Cl (DCM), FC1=NC=C(C=C1)C(=O)Cl (2-fluoropyridine-5-carbonyl chloride). Reaction conditions: time 5 minute. Yields the product COC(N[C@@H](C(C)C)C(=O)N1[C@@H](CCC1)C=1NC=C(N1)C1=CC=C(C=C1)C1=C(C=C(C(=C1)F)NC(=O)C=1C=NC(=CC1)F)OC(F)(F)F)=O ({(S)-1-[(S)-2-(4-{5′-Fluoro-4′-[(6-fluoro-pyridine-3-carbonyl)-amino]-2′-trifluoromethoxy-biphenyl-4-yl}-1H-imidazol-2-yl)-pyrrolidine-1-carbonyl]-2-methyl-propyl}-carbamic acid methyl ester). As a reaction SMILES: [CH3:1][O:2][C:3](=[O:40])[NH:4][C@H:5]([C:9]([N:11]1[CH2:15][CH2:14][CH2:13][C@H:12]1[C:16]1[NH:17][CH:18]=[C:19]([C:21]2[CH:26]=[CH:25][C:24]([C:27]3[CH:32]=[C:31]([F:33])[C:30]([NH2:34])=[CH:29][C:28]=3[O:35][C:36]([F:39])([F:38])[F:37])=[CH:23][CH:22]=2)[N:20]=1)=[O:10])[CH:6]([CH3:8])[CH3:7].C(Cl)Cl.[F:44][C:45]1[CH:50]=[CH:49][C:48]([C:51](Cl)=[O:52])=[CH:47][N:46]=1>>[CH3:1][O:2][C:3](=[O:40])[NH:4][C@H:5]([C:9]([N:11]1[CH2:15][CH2:14][CH2:13][C@H:12]1[C:16]1[NH:17][CH:18]=[C:19]([C:21]2[CH:26]=[CH:25][C:24]([C:27]3[CH:32]=[C:31]([F:33])[C:30]([NH:34][C:51]([C:48]4[CH:47]=[N:46][C:45]([F:44])=[CH:50][CH:49]=4)=[O:52])=[CH:29][C:28]=3[O:35][C:36]([F:38])([F:39])[F:37])=[CH:23][CH:22]=2)[N:20]=1)=[O:10])[CH:6]([CH3:8])[CH3:7]. Procedure: To a solution of ((S)-1-{(S)-2-[4-(4′-amino-5′-fluoro-2′-trifluoromethoxy-biphenyl-4-yl)-1H-imidazol-2-yl]-pyrrolidine-1-carbonyl}-2-methyl-propyl)-carbamic acid methyl ester (50 mg, 0.09 mmol, Preparation 43) in DCM (0.6 mL, 9 mmol) was slowly added 2-fluoropyridine-5-carbonyl chloride (10 mg, 0.09 mmol;) and the reaction mixture was stirred at room temperature for 5 min and then concentrated to provide a colored solid. Run in C(C)O (ethanol). Product: CC1=C(C=CC(=C1)C)N1C=CC2=C1C(NNC2=O)=O (1-(2,4-Dimethylphenyl)-5,6-dihydro-1H-pyrrolo[2,3-d]pyridazine-4,7-dione). The reactants are CC1=C(C=CC(=C1)C)N1C(=C(C=C1)C(=O)OCC)C(=O)OCC (diethyl 1-(2,4-dimethylphenyl)-1H-pyrrole-2,3-dicarboxylate), O.NN (hydrazine monohydrate), O.NN (hydrazine monohydrate). Isolated yield 88.7%. Reaction SMILES: [CH3:1][C:2]1[CH:7]=[C:6]([CH3:8])[CH:5]=[CH:4][C:3]=1[N:9]1[CH:13]=[CH:12][C:11]([C:14](OCC)=[O:15])=[C:10]1[C:19]([O:21]CC)=O.O.[NH2:25][NH2:26]>C(O)C>[CH3:1][C:2]1[CH:7]=[C:6]([CH3:8])[CH:5]=[CH:4][C:3]=1[N:9]1[C:10]2[C:19](=[O:21])[NH:25][NH:26][C:14](=[O:15])[C:11]=2[CH:12]=[CH:13]1 |f:1.2|. Reported procedure: To a solution of diethyl 1-(2,4-dimethylphenyl)-1H-pyrrole-2,3-dicarboxylate (0.5 g, 1.59 mmol) in ethanol (5 ml) was added hydrazine monohydrate (0.38 ml, 7.93 mmol) and the mixture was heated under reflux for 14 hours. During the reaction, additional hydrazine monohydrate (0.2 ml×3) was added to the mixture. The solvent was removed in vacuo and the residue was treated with 2N hydrochloric acid at 80° C. for 20 min. After cooling, crystals were collected by filtration, washed with water and dri... Starting materials: ICCC (iodo propane), O (Water), C1(=CC=CC=C1)S(=O)(=O)N1C=CC=2C1=NC=CC2 (1-(benzenesulfonyl)-1H-pyrrolo[2,3-b]pyridine), [Li]CCCC (n-BuLi), solution. Run in O1CCCC1 (tetrahydrofuran), CCCCCC (hexane). Run at temperature -78 celsius, time 1 hour. The product is C1(=CC=CC=C1)S(=O)(=O)N1C(=CC=2C1=NC=CC2)CCC (1-(benzenesulfonyl)-2-propyl-1H-pyrrolo[2,3-b]-pyridine). RXN SMILES: [C:1]1([S:7]([N:10]2[C:14]3=[N:15][CH:16]=[CH:17][CH:18]=[C:13]3[CH:12]=[CH:11]2)(=[O:9])=[O:8])[CH:6]=[CH:5][CH:4]=[CH:3][CH:2]=1.[Li][CH2:20][CH2:21][CH2:22]C.ICCC.O>O1CCCC1.CCCCCC>[C:1]1([S:7]([N:10]2[C:14]3=[N:15][CH:16]=[CH:17][CH:18]=[C:13]3[CH:12]=[C:11]2[CH2:20][CH2:21][CH3:22])(=[O:9])=[O:8])[CH:2]=[CH:3][CH:4]=[CH:5][CH:6]=1. Reported procedure: To a stirred solution of 1-(benzenesulfonyl)-1H-pyrrolo[2,3-b]pyridine (400 mG, 1.55 mmol) in tetrahydrofuran (15 mL) at -78° C. was added n-BuLi (0.74 mL of a 2.5M solution in hexane, 1.86 mmol) dropwise. The mixture was stirred 1 h at -78° C. then warmed to rt for 5 min. The mixture was again cooled to -78° C. then iodo propane (0.45 mL, 4.65 mmol) was added and the mixture was stirred 1 h at rt. Water was added, and extractive workup (EtOAc) and purification (SiO2, 20% EtOAc/hexane) gave 1-(b... Starting materials: NCCCSC1=CC=NC=C1 (4-(3-aminopropylthio)pyridine), C(C)(C)(C)C=1C=C(C(=O)O)C=C(C1O)C(C)(C)C (3,5-di-t-butyl-4-hydroxybenzoic acid), ON1C(CCC1=O)=O (N-hydroxysuccinimide), Cl.C(C)N=C=NCCCN(C)C (1-ethyl-3-(3-dimethylaminopropyl)carbodiimide hydrochloride). Run in C(Cl)Cl (methylene chloride). Yields the product C(C)(C)(C)C=1C=C(C(=O)NCCCSC2=CC=NC=C2)C=C(C1O)C(C)(C)C (4-[3-(3,5-di-t-butyl-4-hydroxybenzoylamino)propylthio]pyridine). Isolated yield 27.3%. RXN SMILES: [C:1]([C:5]1[CH:6]=[C:7]([CH:11]=[C:12]([C:15]([CH3:18])([CH3:17])[CH3:16])[C:13]=1[OH:14])[C:8](O)=[O:9])([CH3:4])([CH3:3])[CH3:2].ON1C(=O)CCC1=O.Cl.C(N=C=NCCCN(C)C)C.[NH2:39][CH2:40][CH2:41][CH2:42][S:43][C:44]1[CH:49]=[CH:48][N:47]=[CH:46][CH:45]=1>C(Cl)Cl>[C:1]([C:5]1[CH:6]=[C:7]([CH:11]=[C:12]([C:15]([CH3:16])([CH3:18])[CH3:17])[C:13]=1[OH:14])[C:8]([NH:39][CH2:40][CH2:41][CH2:42][S:43][C:44]1[CH:49]=[CH:48][N:47]=[CH:46][CH:45]=1)=[O:9])([CH3:2])([CH3:3])[CH3:4] |f:2.3|. Procedure details: To a solution of 1.49 g (5.94 mmol) of 3,5-di-t-butyl-4-hydroxybenzoic acid and 889 mg (7.73 mmol) of N-hydroxysuccinimide in 60 ml of methylene chloride was added 1.38 g (7.13 mmol) of 1-ethyl-3-(3-dimethylaminopropyl)carbodiimide hydrochloride under ice-cooling with stirring and the mixture was stirred at room temperature for 30 minutes. Further 1.00 g (5.94 mmol) of 4-(3-aminopropylthio)pyridine was added and the mixture was stirred at rcom temperature for 8 hours. The reaction mixture was wa... Starting materials: CC(C)([O-])C.[Na+] (sodium tert-butoxide), C1(=CC=CC=C1)NC1=CC=C(C=C1)NC1=CC=CC=C1 (N1,N4-diphenylbenzene-1,4-diamine), BrC1=CC=C(N(C2=CC=CC=C2)C2=CC=CC=C2)C=C1 (4-bromo-N,N-diphenylaniline). Reagents/catalysts: C(C)(=O)[O-].[Pd+2].C(C)(=O)[O-] (Palladium (II) acetate), C1(=CC=CC=C1)P(C1=CC=CC=C1)C1=CC=CC=C1 (triphenylphosphine). Run in C1(=CC=CC=C1)C (toluene). Product: C1(=CC=CC=C1)N(C1=CC=C(C=C1)N(C1=CC=C(C=C1)NC1=CC=CC=C1)C1=CC=CC=C1)C1=CC=CC=C1 (N1,N1,N4-triphenyl-N4-(4-(phenylamino)phenyl)benzene-1,4-diamine). Isolated yield 55.6%. Reaction SMILES: [C:1]1([NH:7][C:8]2[CH:13]=[CH:12][C:11]([NH:14][C:15]3[CH:20]=[CH:19][CH:18]=[CH:17][CH:16]=3)=[CH:10][CH:9]=2)[CH:6]=[CH:5][CH:4]=[CH:3][CH:2]=1.Br[C:22]1[CH:40]=[CH:39][C:25]([N:26]([C:33]2[CH:38]=[CH:37][CH:36]=[CH:35][CH:34]=2)[C:27]2[CH:32]=[CH:31][CH:30]=[CH:29][CH:28]=2)=[CH:24][CH:23]=1.CC(C)([O-])C.[Na+]>C1(C)C=CC=CC=1.C([O-])(=O)C.[Pd+2].C([O-])(=O)C.C1(P(C2C=CC=CC=2)C2C=CC=CC=2)C=CC=CC=1>[C:27]1([N:26]([C:33]2[CH:38]=[CH:37][CH:36]=[CH:35][CH:34]=2)[C:25]2[CH:39]=[CH:40][C:22]([N:7]([C:1]3[CH:2]=[CH:3][CH:4]=[CH:5][CH:6]=3)[C:8]3[CH:9]=[CH:10][C:11]([NH:14][C:15]4[CH:20]=[CH:19][CH:18]=[CH:17][CH:16]=4)=[CH:12][CH:13]=3)=[CH:23][CH:24]=2)[CH:32]=[CH:31][CH:30]=[CH:29][CH:28]=1 |f:2.3,5.6.7|. Procedure: To a stirred solution of N1,N4-diphenylbenzene-1,4-diamine (6.5 g, 20.0 mmol) in toluene (400 mL), 4-bromo-N,N-diphenylaniline (7.9 g, 30.1 mmol) was added and the solution was degassed with nitrogen for 15 minutes. Palladium (II) acetate (45 mg, 0.2 mmol), triphenylphosphine (210 mg, 0.8 mmol) and sodium tert-butoxide (2.9 g, 30.1 mmol) were added and degassed with nitrogen for another 15 minutes. The reaction was refluxed overnight. The reaction mixture was filtered through Celite®, washed wit... Starting materials: Fc1cccc(Br)c1, Cn1nnc2cccc(C=O)c21, [Mg], CCOCC, O. Yields the product Cn1nnc2cccc(C(O)c3cccc(F)c3)c21. RXN SMILES: [Br:1][c:2]1[cH:3][c:4]([F:8])[cH:5][cH:6][cH:7]1.[CH3:15][n:16]1[n:17][n:18][c:19]2[c:20]1[c:21]([CH:25]=[O:26])[cH:22][cH:23][cH:24]2.[Mg:9].[O:10]([CH2:11][CH3:12])[CH2:13][CH3:14].[OH2:27]>>[c:2]1([CH:25]([c:21]2[c:20]3[n:16]([CH3:15])[n:17][n:18][c:19]3[cH:24][cH:23][cH:22]2)[OH:26])[cH:3][c:4]([F:8])[cH:5][cH:6][cH:7]1. Starting materials: BrC=1C=C(C=CC1F)C=CC(C(C(F)(F)F)(F)F)=O (1-(3-bromo-4-fluoro-phenyl)-4,4,5,5,5-pentafluoro-pent-1-en-3-one), Cl.FC1=C(C=CC(=C1)F)NN (2,4-difluorophenylhydrazine hydrochloride). The solvent is C(C)(=O)O (acetic acid). Run at temperature 125 celsius, time 2 hour. The product is BrC=1C=C(C=CC1F)C1CC(=NN1C1=C(C=C(C=C1)F)F)C(C(F)(F)F)(F)F (5-(3-bromo-4-fluoro-phenyl)-1-(2,4-difluoro-phenyl)-3-pentafluoroethyl-4,5-dihydro-1H-pyrazole). Yield: 62.5%. RXN SMILES: [Br:1][C:2]1[CH:3]=[C:4]([CH:9]=[CH:10][C:11](=O)[C:12]([F:18])([F:17])[C:13]([F:16])([F:15])[F:14])[CH:5]=[CH:6][C:7]=1[F:8].Cl.[F:21][C:22]1[CH:27]=[C:26]([F:28])[CH:25]=[CH:24][C:23]=1[NH:29][NH2:30]>C(O)(=O)C>[Br:1][C:2]1[CH:3]=[C:4]([CH:9]2[N:29]([C:23]3[CH:24]=[CH:25][C:26]([F:28])=[CH:27][C:22]=3[F:21])[N:30]=[C:11]([C:12]([F:18])([F:17])[C:13]([F:16])([F:15])[F:14])[CH2:10]2)[CH:5]=[CH:6][C:7]=1[F:8] |f:1.2|. Procedure: 1-(3-Bromo-4-fluoro-phenyl)-4,4,5,5,5-pentafluoro-pent-1-en-3-one (2.5 g, 7.1 mmol) prepared in Step 4 and 2,4-difluorophenylhydrazine hydrochloride (1.4 g, 7.8 mmol) were added to acetic acid (35.0 mL). The reaction mixture was stirred at 125° C. for 2 hours, concentrated under reduced pressure, and then ethyl acetate was added thereto. The mixture was washed with a saturated solution of sodium hydrogen carbonate, dried on anhydrous magnesium sulfate, and then concentrated under reduced pressur...